From a dataset of the Open Reaction Database (ORD), a public repository of structured organic reaction records. describe an organic reaction: reactants, conditions, products, and yield Reactants: O=C([O-])[O-], CCO, Cl, Cc1cc(C(N)=O)ccc1F, [K+], [K+], C1=C(c2ccccn2)CCNC1. Product: Cc1cc(C(=O)NCN2CC=C(c3ccccn3)CC2)ccc1F. Reaction SMILES: [C:25](=[O:26])([O-:27])[O-:28].[CH2:31]([OH:32])[CH3:33].[ClH:1].[F:14][c:15]1[c:16]([CH3:24])[cH:17][c:18]([C:19](=[O:20])[NH2:21])[cH:22][cH:23]1.[K+:29].[K+:30].[n:2]1[c:3]([C:8]2=[CH:13][CH2:12][NH:11][CH2:10][CH2:9]2)[cH:4][cH:5][cH:6][cH:7]1>>[n:2]1[c:3]([C:8]2=[CH:13][CH2:12][N:11]([CH2:25][NH:21][C:19]([c:18]3[cH:17][c:16]([CH3:24])[c:15]([F:14])[cH:23][cH:22]3)=[O:20])[CH2:10][CH2:9]2)[cH:4][cH:5][cH:6][cH:7]1.